This data is from the Open Reaction Database (ORD), a public repository of structured organic reaction records. The task is: describe an organic reaction: reactants, conditions, products, and yield Reaction SMILES: [CH3:21][N:22]1[CH2:23][CH2:24][NH:25][CH2:26][CH2:27]1.[CH3:28][S:29]([CH3:30])=[O:31].[F:1][c:2]1[c:3]([F:20])[c:4]2[c:5]3[n:6]([cH:11][c:12]([C:17](=[O:18])[OH:19])[c:13](=[O:16])[c:14]3[cH:15]1)[CH:7]([CH3:10])[CH2:8][O:9]2>>[F:1][c:2]1[c:3]([N:25]2[CH2:24][CH2:23][N:22]([CH3:21])[CH2:27][CH2:26]2)[c:4]2[c:5]3[n:6]([cH:11][c:12]([C:17](=[O:18])[OH:19])[c:13](=[O:16])[c:14]3[cH:15]1)[CH:7]([CH3:10])[CH2:8][O:9]2. The product is CC1COc2c(N3CCN(C)CC3)c(F)cc3c(=O)c(C(=O)O)cn1c23. The reactants are CN1CCNCC1, CS(C)=O, CC1COc2c(F)c(F)cc3c(=O)c(C(=O)O)cn1c23. Reactants: CCCCCCC(C)Br, CCO, CC(C)OCCCNc1ccc(N)cc1, [Na+], [Na+], O=C([O-])[O-], O. Yields the product CCCCCCC(C)Nc1ccc(NCCCOC(C)C)cc1. As a reaction SMILES: [CH3:16][CH:17]([CH2:18][CH2:19][CH2:20][CH2:21][CH2:22][CH3:23])[Br:24].[CH3:31][CH2:32][OH:33].[CH:1]([CH3:2])([CH3:3])[O:4][CH2:5][CH2:6][CH2:7][NH:8][c:9]1[cH:10][cH:11][c:12]([NH2:15])[cH:13][cH:14]1.[Na+:25].[Na+:26].[O-:27][C:28](=[O:29])[O-:30].[OH2:34]>>[CH:1]([CH3:2])([CH3:3])[O:4][CH2:5][CH2:6][CH2:7][NH:8][c:9]1[cH:10][cH:11][c:12]([NH:15][CH:17]([CH3:16])[CH2:18][CH2:19][CH2:20][CH2:21][CH2:22][CH3:23])[cH:13][cH:14]1. Isolated yield 27.6%. The solvent is ClCCl (dichloromethane), C(C)N(CC)CC (triethylamine), ClCCl (dichloromethane). Reactants: Cl.FC=1C=C(C=CC1)C1(CCC(C2CNCC12)=O)C1=CC(=CC=C1)F (7,7-bis(3-fluorophenyl)perhydro-4-isoindolone hydrochloride), C([O-])([O-])=O.[K+].[K+] (potassium carbonate), COC1=C(C=CC=C1)CC(=O)N ((2-methoxyphenyl)acetamide), F[B-](F)(F)F.C(C)[O+](CC)CC (triethyloxonium tetrafluoroborate). Procedure details: A suspension of (2-methoxyphenyl)acetamide (0.9 g) in dry dichloromethane (3 cc) is treated with triethyloxonium tetrafluoroborate (1.14 g), and the solution obtained stirred for 20 hours at 25° C. After cooling to 0° C., a solution of 7,7-bis(3-fluorophenyl)perhydro-4-isoindolone hydrochloride (1.5 g) and triethylamine (1.4 cc) in dichloromethane (9 cc) is added to the reaction medium. The reaction mixture is stirred for 30 minutes at 25° C., then heated to reflux for 5 hours and finally stirre... As a reaction SMILES: [CH3:1][O:2][C:3]1[CH:8]=[CH:7][CH:6]=[CH:5][C:4]=1[CH2:9][C:10]([NH2:12])=O.F[B-](F)(F)F.C([O+](CC)CC)C.Cl.[F:26][C:27]1[CH:28]=[C:29]([C:33]2([C:43]3[CH:48]=[CH:47][CH:46]=[C:45]([F:49])[CH:44]=3)[CH:41]3[CH:37]([CH2:38][NH:39][CH2:40]3)[C:36](=[O:42])[CH2:35][CH2:34]2)[CH:30]=[CH:31][CH:32]=1.C(=O)([O-])[O-].[K+].[K+]>ClCCl.C(N(CC)CC)C>[F:49][C:45]1[CH:44]=[C:43]([C:33]2([C:29]3[CH:30]=[CH:31][CH:32]=[C:27]([F:26])[CH:28]=3)[CH:41]3[CH:37]([CH2:38][N:39]([C:10](=[NH:12])[CH2:9][C:4]4[CH:5]=[CH:6][CH:7]=[CH:8][C:3]=4[O:2][CH3:1])[CH2:40]3)[C:36](=[O:42])[CH2:35][CH2:34]2)[CH:48]=[CH:47][CH:46]=1 |f:1.2,3.4,5.6.7|. Yields the product FC=1C=C(C=CC1)C1(CCC(C2CN(CC12)C(CC1=C(C=CC=C1)OC)=N)=O)C1=CC(=CC=C1)F ((3aRS,7aRS)-7,7-bis(3-fluorophenyl)-2-[1-imino-2-(2-methoxyphenyl)ethyl]perhydro-4-isoindolone). Reaction conditions: temperature 25 celsius, time 20 hour. The reactants are C1CCOC1, CC(C)N, Cc1cc(CCC(=O)OC(C)(C)C)ccc1-c1noc(-c2cnc(Cl)c(Cl)c2)n1. The product is Cc1cc(CCC(=O)OC(C)(C)C)ccc1-c1noc(-c2cnc(NC(C)C)c(Cl)c2)n1. Reaction SMILES: [CH2:34]1[O:35][CH2:36][CH2:37][CH2:38]1.[CH3:30][CH:31]([CH3:32])[NH2:33].[Cl:1][c:2]1[cH:3][c:4](-[c:9]2[n:10][c:11](-[c:14]3[c:15]([CH3:29])[cH:16][c:17]([CH2:20][CH2:21][C:22](=[O:23])[O:24][C:25]([CH3:26])([CH3:27])[CH3:28])[cH:18][cH:19]3)[n:12][o:13]2)[cH:5][n:6][c:7]1[Cl:8]>>[Cl:1][c:2]1[cH:3][c:4](-[c:9]2[n:10][c:11](-[c:14]3[c:15]([CH3:29])[cH:16][c:17]([CH2:20][CH2:21][C:22](=[O:23])[O:24][C:25]([CH3:26])([CH3:27])[CH3:28])[cH:18][cH:19]3)[n:12][o:13]2)[cH:5][n:6][c:7]1[NH:33][CH:31]([CH3:30])[CH3:32]. Starting materials: O1CCN(CC1)C=1C(=NC2=CC=C(C=C2C1)B1OC(C(O1)(C)C)(C)C)N (3-morpholino-6-(4,4,5,5-tetramethyl-1,3,2-dioxaborolan-2-yl)quinolin-2-amine), BrC1=C(C=CC=C1C)C(=O)C1OCCC1 ((2-bromo-3-methylphenyl)(tetrahydrofuran-2-yl)methanone), [O-]P(=O)([O-])[O-].[K+].[K+].[K+] (potassium phosphate tribasic), C1(CCCCC1)P(C1=C(C=CC=C1)C1=C(C=C(C=C1C(C)C)C(C)C)C(C)C)C1CCCCC1 (2-dicyclohexylphosphino-2′,4′,6′-triisopropylbiphenyl). Reagents/catalysts: C=1C=CC(=CC1)/C=C/C(=O)/C=C/C2=CC=CC=C2.C=1C=CC(=CC1)/C=C/C(=O)/C=C/C2=CC=CC=C2.C=1C=CC(=CC1)/C=C/C(=O)/C=C/C2=CC=CC=C2.[Pd].[Pd] (Pd2(dba)3). Run in O (water), O1CCOCC1 (dioxane). Reaction conditions: temperature 140 celsius. Yields the product NC1=NC2=CC=C(C=C2C=C1N1CCOCC1)C1=C(C=CC=C1C)C(=O)C1OCCC1 ((2-(2-amino-3-morpholinoquinolin-6-yl)-3-methylphenyl)(tetrahydrofuran-2-yl)methanone). Reaction SMILES: [O:1]1[CH2:6][CH2:5][N:4]([C:7]2[C:8]([NH2:26])=[N:9][C:10]3[C:15]([CH:16]=2)=[CH:14][C:13](B2OC(C)(C)C(C)(C)O2)=[CH:12][CH:11]=3)[CH2:3][CH2:2]1.Br[C:28]1[C:33]([CH3:34])=[CH:32][CH:31]=[CH:30][C:29]=1[C:35]([CH:37]1[CH2:41][CH2:40][CH2:39][O:38]1)=[O:36].[O-]P([O-])([O-])=O.[K+].[K+].[K+].C1(P(C2CCCCC2)C2C=CC=CC=2C2C(C(C)C)=CC(C(C)C)=CC=2C(C)C)CCCCC1>C1C=CC(/C=C/C(/C=C/C2C=CC=CC=2)=O)=CC=1.C1C=CC(/C=C/C(/C=C/C2C=CC=CC=2)=O)=CC=1.C1C=CC(/C=C/C(/C=C/C2C=CC=CC=2)=O)=CC=1.[Pd].[Pd].O.O1CCOCC1>[NH2:26][C:8]1[C:7]([N:4]2[CH2:3][CH2:2][O:1][CH2:6][CH2:5]2)=[CH:16][C:15]2[C:10](=[CH:11][CH:12]=[C:13]([C:28]3[C:33]([CH3:34])=[CH:32][CH:31]=[CH:30][C:29]=3[C:35]([CH:37]3[CH2:41][CH2:40][CH2:39][O:38]3)=[O:36])[CH:14]=2)[N:9]=1 |f:2.3.4.5,7.8.9.10.11|. Procedure: A mixture of 3-morpholino-6-(4,4,5,5-tetramethyl-1,3,2-dioxaborolan-2-yl)quinolin-2-amine (0.099 g, 0.279 mmol), (2-bromo-3-methylphenyl)(tetrahydrofuran-2-yl)methanone (0.050 g, 0.186 mmol), potassium phosphate tribasic (0.077 mL, 0.929 mmol), 2-dicyclohexylphosphino-2′,4′,6′-triisopropylbiphenyl (0.018 g, 0.037 mmol), and Pd2(dba)3 (8.51 mg, 9.29 μmol) were treated with dioxane (1.2 mL) and water (0.62 mL) in a medium-sized Smith synthesizer vial. The mixture was heated to 140° C. for 12 min i... Procedure details: 8-[2,6-Dichloro-3-[N-[4-[(N-tert-butoxycarbonyl-L-prolyl)amino]cinnamoylglycyl]-N-methylamino]benzyloxy]-2-methylquinoline (170 mg) was treated with 4M hydrogen chloride-ethyl acetate (2 ml) at ambient temperature for 30 minutes. The reaction mixture was concentrated to give 8-[2,6-dichloro-3-[N-[4-(L-prolylamino)cinnamoylglycyl]-N-methylamino]benzyloxy]-2-methylquinoline dihydrochloride (152 mg). Yields the product Cl.Cl.ClC1=C(COC=2C=CC=C3C=CC(=NC23)C)C(=CC=C1N(C)C(CNC(C=CC1=CC=C(C=C1)NC([C@H]1NCCC1)=O)=O)=O)Cl (8-[2,6-dichloro-3-[N-[4-(L-prolylamino)cinnamoylglycyl]-N-methylamino]benzyloxy]-2-methylquinoline dihydrochloride). Reaction SMILES: [Cl:1][C:2]1[C:20]([N:21]([C:23](=[O:51])[CH2:24][NH:25][C:26](=[O:50])[CH:27]=[CH:28][C:29]2[CH:34]=[CH:33][C:32]([NH:35][C:36](=[O:49])[C@@H:37]3[CH2:41][CH2:40][CH2:39][N:38]3C(OC(C)(C)C)=O)=[CH:31][CH:30]=2)[CH3:22])=[CH:19][CH:18]=[C:17]([Cl:52])[C:3]=1[CH2:4][O:5][C:6]1[CH:7]=[CH:8][CH:9]=[C:10]2[C:15]=1[N:14]=[C:13]([CH3:16])[CH:12]=[CH:11]2.C(OCC)(=O)C.[ClH:59]>>[ClH:1].[ClH:59].[Cl:1][C:2]1[C:20]([N:21]([C:23](=[O:51])[CH2:24][NH:25][C:26](=[O:50])[CH:27]=[CH:28][C:29]2[CH:30]=[CH:31][C:32]([NH:35][C:36](=[O:49])[C@@H:37]3[CH2:41][CH2:40][CH2:39][NH:38]3)=[CH:33][CH:34]=2)[CH3:22])=[CH:19][CH:18]=[C:17]([Cl:52])[C:3]=1[CH2:4][O:5][C:6]1[CH:7]=[CH:8][CH:9]=[C:10]2[C:15]=1[N:14]=[C:13]([CH3:16])[CH:12]=[CH:11]2 |f:1.2,3.4.5|. The reactants are ClC1=C(COC=2C=CC=C3C=CC(=NC23)C)C(=CC=C1N(C)C(CNC(C=CC1=CC=C(C=C1)NC([C@H]1N(CCC1)C(=O)OC(C)(C)C)=O)=O)=O)Cl (8-[2,6-Dichloro-3-[N-[4-[(N-tert-butoxycarbonyl-L-prolyl)amino]cinnamoylglycyl]-N-methylamino]benzyloxy]-2-methylquinoline), C(C)(=O)OCC.Cl (hydrogen chloride-ethyl acetate).